This data is from the Open Reaction Database (ORD), a public repository of structured organic reaction records. The task is: describe an organic reaction: reactants, conditions, products, and yield The reactants are C(CCC)(=O)C=1C=NC2=CC=C(C=C2C1NC1=C(C=CC=C1)C)COC(C1=CC=CC=C1)=O (3-butyryl-4-(2-methylphenylamino)-6-benzoyloxymethylquinoline), [OH-].[Na+] (sodium hydroxide). Product: C(CCC)(=O)C=1C=NC2=CC=C(C=C2C1NC1=C(C=CC=C1)C)CO (3-butyryl-4-(2-methylphenylamino)-6-hydroxymethylquinoline). Procedure: 3-butyryl-4-(2-methylphenylamino)-6-benzoyloxymethylquinoline (3.0 g, 6.8 mol) was dissolved in methanol (50 ml) and 2 M sodium hydroxide solution (50 ml) was added. The mixture was heated under reflux for 45 minutes until a clear solution was obtained. The mixture was partitioned between chloroform and water, the aqueous layer re-extracted with chloroform and the combined organic solutions washed with brine, dried filtered and evaporated. Crystallization from ether afforded 3-butyryl-4-(2-methy... Run in CO (methanol). As a reaction SMILES: [C:1]([C:6]1[CH:7]=[N:8][C:9]2[C:14]([C:15]=1[NH:16][C:17]1[CH:22]=[CH:21][CH:20]=[CH:19][C:18]=1[CH3:23])=[CH:13][C:12]([CH2:24][O:25]C(=O)C1C=CC=CC=1)=[CH:11][CH:10]=2)(=[O:5])[CH2:2][CH2:3][CH3:4].[OH-].[Na+]>CO>[C:1]([C:6]1[CH:7]=[N:8][C:9]2[C:14]([C:15]=1[NH:16][C:17]1[CH:22]=[CH:21][CH:20]=[CH:19][C:18]=1[CH3:23])=[CH:13][C:12]([CH2:24][OH:25])=[CH:11][CH:10]=2)(=[O:5])[CH2:2][CH2:3][CH3:4] |f:1.2|.